This data is from the Open Reaction Database (ORD), a public repository of structured organic reaction records. The task is: describe an organic reaction: reactants, conditions, products, and yield Reactants: BrC=1C=NC=C(C1)C (3-Bromo-5-methylpyridine), CC(C)([O-])C.[Na+] (sodium tert-butoxide), CN(C(OC(C)(C)C)=O)CCNC (tert-butyl N-methyl-N-(2-methylaminoethyl)carbamate), CC(C)OC1=C(C(=CC=C1)OC(C)C)C2=CC=CC=C2P(C3CCCCC3)C4CCCCC4 (RuPhos). Reagents/catalysts: C=1C=CC(=CC1)/C=C/C(=O)/C=C/C2=CC=CC=C2.C=1C=CC(=CC1)/C=C/C(=O)/C=C/C2=CC=CC=C2.C=1C=CC(=CC1)/C=C/C(=O)/C=C/C2=CC=CC=C2.[Pd].[Pd] (tris(dibenzylideneacetone)dipalladium). The solvent is C1(=CC=CC=C1)C (toluene). Reaction conditions: temperature 100 celsius, time 8 hour. The product is CN(C(OC(C)(C)C)=O)CCN(C=1C=NC=C(C1)C)C (tert-Butyl N-methyl-N-[2-[methyl-(5-methyl-3-pyridyl)amino]ethyl]carbamate). RXN SMILES: Br[C:2]1[CH:3]=[N:4][CH:5]=[C:6]([CH3:8])[CH:7]=1.[CH3:9][N:10]([CH2:18][CH2:19][NH:20][CH3:21])[C:11](=[O:17])[O:12][C:13]([CH3:16])([CH3:15])[CH3:14].CC(OC1C=CC=C(OC(C)C)C=1C1C(P(C2CCCCC2)C2CCCCC2)=CC=CC=1)C.CC(C)([O-])C.[Na+]>C1(C)C=CC=CC=1.C1C=CC(/C=C/C(/C=C/C2C=CC=CC=2)=O)=CC=1.C1C=CC(/C=C/C(/C=C/C2C=CC=CC=2)=O)=CC=1.C1C=CC(/C=C/C(/C=C/C2C=CC=CC=2)=O)=CC=1.[Pd].[Pd]>[CH3:9][N:10]([CH2:18][CH2:19][N:20]([CH3:21])[C:2]1[CH:3]=[N:4][CH:5]=[C:6]([CH3:8])[CH:7]=1)[C:11](=[O:17])[O:12][C:13]([CH3:16])([CH3:15])[CH3:14] |f:3.4,6.7.8.9.10|. Procedure details: 3-Bromo-5-methylpyridine (350 mg, 2.035 mmol), tert-butyl N-methyl-N-(2-methylaminoethyl)carbamate (686 mg, 3.05 mmol), RuPhos (47.5 mg, 0.102 mmol) and sodium tert-butoxide (489 mg, 5.09 mmol) were combined in anhydrous toluene (15 ml). The mixture was purged with argon, tris(dibenzylideneacetone)dipalladium (0) chloroform complex (105 mg, 0.102 mmol) was added and the mixture was stirred at 100° C. overnight. The mixture was filtered through kieselguhr, concentrated under reduced pressure and ...